Dataset: the Open Reaction Database (ORD), a public repository of structured organic reaction records. Task: describe an organic reaction: reactants, conditions, products, and yield The reactants are C(C)OC(C(=O)NC=1C(C=C=CCC1)=O)=O ([(2-oxo-3,4,7-cycloheptatrien-1-yl)amino]oxo-acetic acid ethyl ester), NN (hydrazine). Solvent: C(C)O (ethanol). Run at temperature 25 celsius, time 5 hour. Product: O=C1C(=CC=CC=C1)NC(C(=O)NN)=O ([(2-Oxo-3,5,7-cycloheptatrien-1-yl)amino]oxo-acetic Acid Hydrazide). As a reaction SMILES: C([O:3][C:4](=O)[C:5]([NH:7][C:8]1[C:9](=[O:15])[CH:10]=[C:11]=[CH:12][CH2:13][CH:14]=1)=[O:6])C.[NH2:17][NH2:18]>C(O)C>[O:15]=[C:9]1[CH:10]=[CH:11][CH:12]=[CH:13][CH:14]=[C:8]1[NH:7][C:5](=[O:6])[C:4]([NH:17][NH2:18])=[O:3]. Procedure: A mixture of [(2-oxo-3,4,7-cycloheptatrien-1-yl)amino]oxo-acetic acid ethyl ester (1.2 g, described in Example 1) and anhydrous hydrazine in anhydrous ethanol (25 ml) is stirred at 25° C. for 5 hr. The precipitate is collected on a filter and crystallized from methanol to give crystals of the title compound, mp 193° C.